This data is from the Open Reaction Database (ORD), a public repository of structured organic reaction records. The task is: describe an organic reaction: reactants, conditions, products, and yield Reactants: O=C1N(CCN1)[C@H]1CN(CCC1)C(=O)OC(C)(C)C ((R)-tert-butyl 3-(2-oxoimidazolidin-1-yl)piperidine-1-carboxylate), C1(CC1)B(O)O (cyclopropylboronic acid), N1=CC=CC=C1 (pyridine). The reagents and catalysts are CC(=O)[O-].CC(=O)[O-].[Cu+2] (Cu(OAc)2). Solvent: CN(C)C=O (DMF). Reaction conditions: temperature 40 celsius, time 48 hour. The product is C1(CC1)N1C(N(CC1)[C@H]1CN(CCC1)C(=O)OC(C)(C)C)=O ((R)-tert-butyl 3-(3-cyclopropyl-2-oxoimidazolidin-1-yl)piperidine-1-carboxylate). The yield is 27.0%. RXN SMILES: [O:1]=[C:2]1[NH:6][CH2:5][CH2:4][N:3]1[C@@H:7]1[CH2:12][CH2:11][CH2:10][N:9]([C:13]([O:15][C:16]([CH3:19])([CH3:18])[CH3:17])=[O:14])[CH2:8]1.[CH:20]1(B(O)O)[CH2:22][CH2:21]1.N1C=CC=CC=1>CN(C=O)C.CC([O-])=O.CC([O-])=O.[Cu+2]>[CH:20]1([N:6]2[CH2:5][CH2:4][N:3]([C@@H:7]3[CH2:12][CH2:11][CH2:10][N:9]([C:13]([O:15][C:16]([CH3:19])([CH3:18])[CH3:17])=[O:14])[CH2:8]3)[C:2]2=[O:1])[CH2:22][CH2:21]1 |f:4.5.6|. Procedure: To a solution of (R)-tert-butyl 3-(2-oxoimidazolidin-1-yl)piperidine-1-carboxylate (365) (10.0 g, 31.17 mmol), cyclopropylboronic acid (6.39 g, 74.35 mmol) and pyridine (8.82 g, 111.5 mmol) in anhydrous DMF (100 mL) was added Cu(OAc)2 (6.75 g, 37.17 mmol). The resulting mixture was stirred at 40° C. under O2 atmosphere (balloon) for 48 hours. After quenched with NH3.H2O (10 mL), the mixture was diluted with water (50 mL) and extracted with EtOAc (100 mL×3). The organic layers were combined, wash... Starting materials: OC1=CC(=CC=2C(C3=CC=CC(=C3C(C12)=O)O)=O)C1=NN=NN1 (5-(9,10-Dihydro-4,5-dihydroxy-9,10-dioxoanthracen-2-yl)tetrazole), S(O)(O)(=O)=O (sulphuric acid). The solvent is C(C)(=O)OC(C)=O (acetic anhydride). Run at time 10 minute. Product: C(C)(=O)OC1=CC(=CC=2C(C3=CC=CC(=C3C(C12)=O)OC(C)=O)=O)C1=NN=NN1 (5-(4,5-Diacetoxy-9,10-dihydro-9,10-dioxoanthracen-2-yl)tetrazole). RXN SMILES: [OH:1][C:2]1[C:15]2[C:14](=[O:16])[C:13]3[C:8](=[CH:9][CH:10]=[CH:11][C:12]=3[OH:17])[C:7](=[O:18])[C:6]=2[CH:5]=[C:4]([C:19]2[NH:23][N:22]=[N:21][N:20]=2)[CH:3]=1.S(=O)(=O)(O)O>C(OC(=O)C)(=O)C>[C:2]([O:1][C:2]1[C:15]2[C:14](=[O:16])[C:13]3[C:8](=[CH:9][CH:10]=[CH:11][C:12]=3[O:17][C:14](=[O:16])[CH3:13])[C:7](=[O:18])[C:6]=2[CH:5]=[C:4]([C:19]2[NH:23][N:22]=[N:21][N:20]=2)[CH:3]=1)(=[O:1])[CH3:3]. Procedure details: 5-(9,10-Dihydro-4,5-dihydroxy-9,10-dioxoanthracen-2-yl)tetrazole (160.0 g) was coated with concentrated sulphuric acid (300 g) and then acetic anhydride (6 liters) added. The mixture was stirred under a nitrogen purge at room temperature for 3 hours. The solid present was isolated by filtration and pulled dry. The isolated solid was then slurried in ice for 10 minutes. The material was re-isolated, washed with water and then pulled dry. The yellow/green solid was then dried in vdcuo at 25° C., m... RXN SMILES: [CH3:1][c:2]1[cH:3][cH:4][c:5]2[c:6]([n:7][c:8]([SH:10])[o:9]2)[cH:11]1.[Cl:17][P:18]([Cl:19])([Cl:20])([Cl:21])[Cl:22].[Cl:23][CH2:24][Cl:25].[P:12]([Cl:13])([Cl:14])([Cl:15])=[O:16]>>[CH3:1][c:2]1[cH:3][cH:4][c:5]2[c:6]([n:7][c:8]([Cl:14])[o:9]2)[cH:11]1. The reactants are Cc1ccc2oc(S)nc2c1, ClP(Cl)(Cl)(Cl)Cl, ClCCl, O=P(Cl)(Cl)Cl. The product is Cc1ccc2oc(Cl)nc2c1. Product: Oc1ccc(OCc2ccccc2)cc1O. As a reaction SMILES: [Br:22][CH2:23][c:24]1[cH:25][cH:26][cH:27][cH:28][cH:29]1.[CH3:12][CH2:13][O:14][B:15]([O:16][CH2:17][CH3:18])[O:19][CH2:20][CH3:21].[CH3:31][N:32]([CH3:33])[CH:34]=[O:35].[ClH:30].[H-:10].[Na+:11].[OH:1][c:2]1[c:3]([OH:9])[cH:4][c:5]([OH:8])[cH:6][cH:7]1>>[OH:1][c:2]1[c:3]([OH:9])[cH:4][c:5]([O:8][CH2:23][c:24]2[cH:25][cH:26][cH:27][cH:28][cH:29]2)[cH:6][cH:7]1. The reactants are BrCc1ccccc1, CCOB(OCC)OCC, CN(C)C=O, Cl, [H-], [Na+], Oc1ccc(O)c(O)c1.